describe an organic reaction: reactants, conditions, products, and yield From a dataset of the Open Reaction Database (ORD), a public repository of structured organic reaction records. Reactants: C(C)(C)(C)P(C1=C(C=CC=C1)C1=CC=CC=C1)C(C)(C)C (2-(di-tert-butylphosphino)biphenyl), CC(C)([O-])C.[Na+] (sodium tert-butoxide), COC1=CC=C(CN)C=C1 (p-methoxybenzylamine), BrC=1C=CC(=NC1)C1(CCCCC1)C#N (1-(5-bromopyridin-2-yl)cyclohexanecarbonitrile). Reagents/catalysts: C(C)(=O)[O-].[Pd+2].C(C)(=O)[O-] (Palladium (II) acetate). Solvent: C1(=CC=CC=C1)C (toluene), O (Water). Run at temperature 100 celsius, time 2 hour. Product: COC1=CC=C(CNC=2C=CC(=NC2)C2(CCCCC2)C#N)C=C1 (1-{5-[(4-methoxybenzyl)amino]pyridin-2-yl}cyclohexanecarbonitrile). Yield: 21.4%. As a reaction SMILES: C(P(C(C)(C)C)C1C=CC=CC=1C1C=CC=CC=1)(C)(C)C.CC(C)([O-])C.[Na+].[CH3:28][O:29][C:30]1[CH:37]=[CH:36][C:33]([CH2:34][NH2:35])=[CH:32][CH:31]=1.Br[C:39]1[CH:40]=[CH:41][C:42]([C:45]2([C:51]#[N:52])[CH2:50][CH2:49][CH2:48][CH2:47][CH2:46]2)=[N:43][CH:44]=1>C([O-])(=O)C.[Pd+2].C([O-])(=O)C.O.C1(C)C=CC=CC=1>[CH3:28][O:29][C:30]1[CH:37]=[CH:36][C:33]([CH2:34][NH:35][C:39]2[CH:40]=[CH:41][C:42]([C:45]3([C:51]#[N:52])[CH2:50][CH2:49][CH2:48][CH2:47][CH2:46]3)=[N:43][CH:44]=2)=[CH:32][CH:31]=1 |f:1.2,5.6.7|. Procedure details: Palladium (II) acetate (90 mg), 2-(di-tert-butylphosphino)biphenyl (240 mg), sodium tert-butoxide (1.35 g), toluene (20 ml) and p-methoxybenzylamine (1.81 g) were added to 1-(5-bromopyridin-2-yl)cyclohexanecarbonitrile (2.5 g), and stirred at 100° C. for two hours. Water was added to the reaction solution, the resulting precipitate was filtered, the filtrate was extracted with ethyl acetate and the organic layer was concentrated. The residue was purified with silica gel chromatography (n-hexane/... Reactants: O=C(O)C1CCN(C(=O)OCc2ccccc2)CC1, ClCCCl, Cc1cccnc1N, CN(C)C=O, On1nnc2cccnc21. Yields the product Cc1cccnc1NC(=O)C1CCN(C(=O)OCc2ccccc2)CC1. Reaction SMILES: [CH2:1]([c:2]1[cH:3][cH:4][cH:5][cH:6][cH:7]1)[O:8][C:9](=[O:10])[N:11]1[CH2:12][CH2:13][CH:14]([C:17](=[O:18])[OH:19])[CH2:15][CH2:16]1.[CH2:28]([Cl:29])[CH2:30][Cl:31].[NH2:20][c:21]1[n:22][cH:23][cH:24][cH:25][c:26]1[CH3:27].[O:42]=[CH:43][N:44]([CH3:45])[CH3:46].[OH:32][n:33]1[c:34]2[n:35][cH:36][cH:37][cH:38][c:39]2[n:40][n:41]1>>[CH2:1]([c:2]1[cH:3][cH:4][cH:5][cH:6][cH:7]1)[O:8][C:9](=[O:10])[N:11]1[CH2:12][CH2:13][CH:14]([C:17](=[O:19])[NH:20][c:21]2[n:22][cH:23][cH:24][cH:25][c:26]2[CH3:27])[CH2:15][CH2:16]1. The solvent is C1(=CC=CC=C1)C (toluene). The reactants are C=CC1=CC=CC=C1 (Styrene), C(C)O[SiH](OCC)OCC (triethoxysilane), Teflon, C=CC1=CC=CC=C1 (styrene), divinylsiloxane, C=CC1=CC=CC=C1 (styrene), C(C)O[SiH](OCC)OCC (triethoxysilane), bis(2-ethylhexyl) hydrogenphosphate (C4H9CH(C2H5)CH2O)2P(═O)OH, P(=O)(O)(OCC(CCCC)CC)OCC(CCCC)CC (bis(2-ethylhexyl) hydrogenphosphate). Reaction SMILES: [CH2:1]=[CH:2][C:3]1[CH:8]=[CH:7][CH:6]=[CH:5][CH:4]=1.[CH2:9]([O:11][SiH:12]([O:16][CH2:17][CH3:18])[O:13][CH2:14][CH3:15])[CH3:10].P(OCC(CC)CCCC)(OCC(CC)CCCC)(O)=O>[Pt].C1(C)C=CC=CC=1>[CH2:1]([Si:12]([O:16][CH2:17][CH3:18])([O:13][CH2:14][CH3:15])[O:11][CH2:9][CH3:10])[CH2:2][C:3]1[CH:8]=[CH:7][CH:6]=[CH:5][CH:4]=1. Procedure details: Reaction between styrene and triethoxysilane with platinum catalyst in the presence of bis(2-ethylhexyl) hydrogenphosphate (C4H9CH(C2H5)CH2O)2P(═O)OH). 0.334 g Styrene and 0.540 g triethoxysilane were introduced into a glass tube, and 3 mg of bis(2-ethylhexyl) hydrogenphosphate were added using a microsyringe. 0.8 mg Of a toluene solution of a 0-valent platinum complex of divinylsiloxane (0.4 wt % platinum content) was added. The tube was sealed with Teflon tape and a septum and placed in a 100°... The reagents and catalysts are [Pt] (platinum). Yield: 16.0%. Yields the product C(CC1=CC=CC=C1)[Si](OCC)(OCC)OCC (phenethyl triethoxysilane). Reactants: [Al+3], ClCCl, CC(=O)Cl, [Cl-], [Cl-], [Cl-], O=C1c2ccsc2SCCN1CCCCCl, O. Product: CC(=O)c1cc2c(s1)SCCN(CCCCCl)C2=O. RXN SMILES: [Al+3:2].[CH2:26]([Cl:27])[Cl:28].[CH3:5][C:6]([Cl:7])=[O:8].[Cl-:1].[Cl-:3].[Cl-:4].[Cl:9][CH2:10][CH2:11][CH2:12][CH2:13][N:14]1[CH2:15][CH2:16][S:17][c:18]2[c:19]([cH:22][cH:23][s:24]2)[C:20]1=[O:21].[OH2:25]>>[CH3:5][C:6](=[O:8])[c:23]1[cH:22][c:19]2[c:18]([s:24]1)[S:17][CH2:16][CH2:15][N:14]([CH2:13][CH2:12][CH2:11][CH2:10][Cl:9])[C:20]2=[O:21]. The reactants are C(C)OC(CCCCCN1CCN(CC1)C(C1=CC(=CC=C1)[C@H](C1=CC(=CC=C1)O)N1[C@H](CN[C@@H](C1)C)C)=O)=O (6-(4-{3-[(R)-((2S,5R)-2,5-dimethyl-piperazin-1-yl)-(3-hydroxy-phenyl)-methyl]-benzoyl}-piperazin-1-yl)-hexanoic acid ethyl ester), FC=1C=C(C=O)C=CC1 (3-fluorobenzaldehyde). Yields the product C(C)OC(CCCCCN1CCN(CC1)C(C1=CC(=CC=C1)[C@H](C1=CC(=CC=C1)O)N1[C@H](CN([C@@H](C1)C)CC1=CC(=CC=C1)F)C)=O)=O (6-(4-{3-[(R)-((2S,5R)-4-(3-Fluorobenzyl)-2,5-dimethyl-piperazin-1-yl)-(3-hydroxy-phenyl)-methyl]-benzoyl}-piperazin-1-yl)-hexanoic acid ethyl ester). Isolated yield 54.1%. Reaction SMILES: [CH2:1]([O:3][C:4](=[O:40])[CH2:5][CH2:6][CH2:7][CH2:8][CH2:9][N:10]1[CH2:15][CH2:14][N:13]([C:16](=[O:39])[C:17]2[CH:22]=[CH:21][CH:20]=[C:19]([C@@H:23]([N:31]3[CH2:36][C@@H:35]([CH3:37])[NH:34][CH2:33][C@@H:32]3[CH3:38])[C:24]3[CH:29]=[CH:28][CH:27]=[C:26]([OH:30])[CH:25]=3)[CH:18]=2)[CH2:12][CH2:11]1)[CH3:2].[F:41][C:42]1[CH:43]=[C:44]([CH:47]=[CH:48][CH:49]=1)[CH:45]=O>>[CH2:1]([O:3][C:4](=[O:40])[CH2:5][CH2:6][CH2:7][CH2:8][CH2:9][N:10]1[CH2:11][CH2:12][N:13]([C:16](=[O:39])[C:17]2[CH:22]=[CH:21][CH:20]=[C:19]([C@@H:23]([N:31]3[CH2:36][C@@H:35]([CH3:37])[N:34]([CH2:45][C:44]4[CH:47]=[CH:48][CH:49]=[C:42]([F:41])[CH:43]=4)[CH2:33][C@@H:32]3[CH3:38])[C:24]3[CH:29]=[CH:28][CH:27]=[C:26]([OH:30])[CH:25]=3)[CH:18]=2)[CH2:14][CH2:15]1)[CH3:2]. Procedure: The title compound was made by a procedure identical to that of Example 96 with 1.50 g of 6-(4-{3-[(R)-((2S,5R)-2,5-dimethyl-piperazin-1-yl)-(3-hydroxy-phenyl)-methyl]-benzoyl}-piperazin-1-yl)-hexanoic acid ethyl ester (2.72 mmol) and 0.68 g of 3-fluorobenzaldehyde (5.5 mmol) to give 0.97 g of desired compound as a light yellow solid. 1H NMR (300 MHz, d6-DMSO): □ 1.01-1.03 (d, J=5.8 Hz, 6H); 1.12-1.17 (t, 3H), 1.22-1.29 (m, 2H); 1.35-1.56 (m, 4H); 1.90-2.02 (m, 2H); 2.23-2.33 (m, 7H); 2.48-2.66 ... Reactants: 104, CNC (dimethylamine), [Ru(NH3)4 (OH)Cl]Cl.2H2O, O1CCOCC1 (1,4-dioxane), stainless steel, C=C (ethylene). Product: CN(CC)C (dimethylethylamine), C(C)N(C)CC (diethylmethylamine). RXN SMILES: [CH3:1][NH:2][CH3:3].[CH2:4]=C.O1[CH2:11][CH2:10]O[CH2:8][CH2:7]1>>[CH3:1][N:2]([CH3:3])[CH2:10][CH3:11].[CH2:1]([N:2]([CH2:7][CH3:8])[CH3:3])[CH3:4]. Procedure details: A mixture of 104 parts of 1,4-dioxane (inert solvent), 5.6 parts of dimethylamine and 0.363 parts (0.11 mol/mol C2H4) of [Ru(NH3)4 (OH)Cl]Cl.2H2O were placed in a 300 ml stainless steel autoclave. The autoclave was pressured with 200 psig of ethylene. A total of 0.12 parts of dimethylethylamine and 2.1 parts of diethylmethylamine were obtained corresponding to a conversion of 21% and a combined yield of 99% (based on dimethylamine). Reaction SMILES: [C:1]1([C:7]([C:80]2[CH:85]=[CH:84][CH:83]=[CH:82][CH:81]=2)([C:74]2[CH:79]=[CH:78][CH:77]=[CH:76][CH:75]=2)[N:8]2[C:12]([C:13]3[CH:18]=[CH:17][CH:16]=[CH:15][C:14]=3[C:19]3[CH:24]=[CH:23][C:22]([CH2:25][N:26]4[N:30]5[N:31]=[C:32]([CH3:34])[N:33]=[C:29]5[C:28](CC5C=CC(C6C=CC=CC=6C6N(C(C7C=CC=CC=7)(C7C=CC=CC=7)C7C=CC=CC=7)N=NN=6)=CC=5)=[C:27]4[CH2:72][CH3:73])=[CH:21][CH:20]=3)=[N:11][N:10]=[N:9]2)[CH:6]=[CH:5][CH:4]=[CH:3][CH:2]=1.[CH2:86]([C:88]1[CH:95]=[C:94]2[N:90]([N:91]=[C:92]([CH3:133])[N:93]2CC2C=CC(C3C=CC=CC=3C3N(C(C4C=CC=CC=4)(C4C=CC=CC=4)C4C=CC=CC=4)N=NN=3)=CC=2)[N:89]=1)[CH3:87].C(C1C(CC2C=CC(C3C=CC=CC=3C3N(C(C4C=CC=CC=4)(C4C=CC=CC=4)C4C=CC=CC=4)N=NN=3)=CC=2)=C2N(N=C(C)N2)N=1)C.C(C1N(CC2C=CC(C3C=CC=CC=3C3N(C(C4C=CC=CC=4)(C4C=CC=CC=4)C4C=CC=CC=4)N=NN=3)=CC=2)N2C(C=1)=NC(C)=N2)C>>[CH2:72]([C:27]1[N:26]([CH2:25][C:22]2[CH:21]=[CH:20][C:19]([C:14]3[CH:15]=[CH:16][CH:17]=[CH:18][C:13]=3[C:12]3[N:8]([C:7]([C:1]4[CH:6]=[CH:5][CH:4]=[CH:3][CH:2]=4)([C:80]4[CH:81]=[CH:82][CH:83]=[CH:84][CH:85]=4)[C:74]4[CH:75]=[CH:76][CH:77]=[CH:78][CH:79]=4)[N:9]=[N:10][N:11]=3)=[CH:24][CH:23]=2)[N:30]2[C:29]([CH:28]=1)=[N:33][C:32]([CH3:34])=[N:31]2)[CH3:73].[CH2:86]([C:88]1[CH:95]=[C:94]2[N:90]([N:91]=[C:92]([CH3:133])[NH:93]2)[N:89]=1)[CH3:87]. Reported procedure: In the same manner as described in Example 38, 0.40 g of 5,7-bis[[2'-(N-triphenylmethyl-tetrazol-5-yl)biphenyl-4-yl]methyl]-6-ethyl-2-methyl-5H-pyrazolo[1,5-b][1,2,4]triazole (compound 49a), 2.96 g of 6-ethyl-2-methyl-1-[[2'-(N-triphenylmethyl-tetrazol-5-yl)biphenyl-4-yl]methyl]-1H-pyrazolo[1,5-b][1,2,4]triazole (compound 49b), 0.29 g of 6-ethyl-2-methyl-7-[[2' -(N-triphenylmethyl-tetrazol-5-yl)biphenyl-4-yl]methyl]-1H-pyrazolo[1,5-b][1,2,4]triazole (compound 49c) and 1.75 g of 6-ethyl-2-methyl-... Reactants: C(C)C1=NN2N=C(NC2=C1CC1=CC=C(C=C1)C1=C(C=CC=C1)C1=NN=NN1C(C1=CC=CC=C1)(C1=CC=CC=C1)C1=CC=CC=C1)C (6-ethyl-2-methyl-7-[[2' -(N-triphenylmethyl-tetrazol-5-yl)biphenyl-4-yl]methyl]-1H-pyrazolo[1,5-b][1,2,4]triazole), C(C)C1=NN2N=C(N(C2=C1)CC1=CC=C(C=C1)C1=C(C=CC=C1)C1=NN=NN1C(C1=CC=CC=C1)(C1=CC=CC=C1)C1=CC=CC=C1)C (6-ethyl-2-methyl-1-[[2'-(N-triphenylmethyl-tetrazol-5-yl)biphenyl-4-yl]methyl]-1H-pyrazolo[1,5-b][1,2,4]triazole), C(C)C1=NN2N=C(N(C2=C1)CC1=CC=C(C=C1)C1=C(C=CC=C1)C1=NN=NN1C(C1=CC=CC=C1)(C1=CC=CC=C1)C1=CC=CC=C1)C (6-ethyl-2-methyl-1-[[2'-(N-triphenylmethyl-tetrazol-5-yl)biphenyl-4-yl]methyl]-1H-pyrazolo[1,5-b][1,2,4]triazole), C(C)C1=NN2N=C(NC2=C1CC1=CC=C(C=C1)C1=C(C=CC=C1)C1=NN=NN1C(C1=CC=CC=C1)(C1=CC=CC=C1)C1=CC=CC=C1)C (6-ethyl-2-methyl-7-[[2' -(N-triphenylmethyl-tetrazol-5-yl)biphenyl-4-yl]methyl]-1H-pyrazolo[1,5-b][1,2,4]triazole), C1(=CC=CC=C1)C(N1N=NN=C1C1=C(C=CC=C1)C1=CC=C(C=C1)CN1C(=C(C=2N1N=C(N2)C)CC2=CC=C(C=C2)C2=C(C=CC=C2)C2=NN=NN2C(C2=CC=CC=C2)(C2=CC=CC=C2)C2=CC=CC=C2)CC)(C2=CC=CC=C2)C2=CC=CC=C2 (5,7-bis[[2'-(N-triphenylmethyl-tetrazol-5-yl)biphenyl-4-yl]methyl]-6-ethyl-2-methyl-5H-pyrazolo[1,5-b][1,2,4]triazole), C1(=CC=CC=C1)C(N1N=NN=C1C1=C(C=CC=C1)C1=CC=C(C=C1)CN1C(=C(C=2N1N=C(N2)C)CC2=CC=C(C=C2)C2=C(C=CC=C2)C2=NN=NN2C(C2=CC=CC=C2)(C2=CC=CC=C2)C2=CC=CC=C2)CC)(C2=CC=CC=C2)C2=CC=CC=C2 (5,7-bis[[2'-(N-triphenylmethyl-tetrazol-5-yl)biphenyl-4-yl]methyl]-6-ethyl-2-methyl-5H-pyrazolo[1,5-b][1,2,4]triazole), C(C)C=1N(N2N=C(N=C2C1)C)CC1=CC=C(C=C1)C1=C(C=CC=C1)C1=NN=NN1C(C1=CC=CC=C1)(C1=CC=CC=C1)C1=CC=CC=C1 (6-ethyl-2-methyl-5-[[2'-(N-triphenylmethyl-tetrazol-5-yl)biphenyl-4-yl]methyl]-5H-pyrazolo[1,5-b][1,2,4]triazole). Product: C(C)C=1N(N2N=C(N=C2C1)C)CC1=CC=C(C=C1)C1=C(C=CC=C1)C1=NN=NN1C(C1=CC=CC=C1)(C1=CC=CC=C1)C1=CC=CC=C1 (6-ethyl-2-methyl-5-[[2'-(N-triphenylmethyl-tetrazol-5-yl)biphenyl-4-yl]methyl]-5H-pyrazolo[1,5-b][1,2,4]triazole), C(C)C1=NN2N=C(NC2=C1)C (6-ethyl-2-methyl-1H-pyrazolo[1,5-b][1,2,4]triazole). Reactants: C[C@H](CCI)CCCC(C)C ((S)-3,7-dimethyl-1-iodoctane), C[O-].[Na+] (sodium methylate), FC1=C(C=CC(=C1)C1=CC=C(C=C1)O)C1=CC=C(C=C1)O (1-fluoro-2,5-di(4-hydroxyphenyl)-benzene). Run in CO (methanol). Run at time 5 hour. Product: FC1=C(C=CC(=C1)C1=CC=C(C=C1)OCCC(CCCC(C)C)C)C1=CC=C(C=C1)OCCC(CCCC(C)C)C (1-fluoro-2,5-di-[4-(3,7-dimethyloctyloxy)-phenyl]-benzene). As a reaction SMILES: [CH3:1][C@@H:2]([CH2:6][CH2:7][CH2:8][CH:9]([CH3:11])[CH3:10])[CH2:3][CH2:4]I.C[O-].[Na+].[F:15][C:16]1[CH:21]=[C:20]([C:22]2[CH:27]=[CH:26][C:25]([OH:28])=[CH:24][CH:23]=2)[CH:19]=[CH:18][C:17]=1[C:29]1[CH:34]=[CH:33][C:32]([OH:35])=[CH:31][CH:30]=1>CO>[F:15][C:16]1[CH:21]=[C:20]([C:22]2[CH:23]=[CH:24][C:25]([O:28][CH2:4][CH2:3][CH:2]([CH3:1])[CH2:6][CH2:7][CH2:8][CH:9]([CH3:11])[CH3:10])=[CH:26][CH:27]=2)[CH:19]=[CH:18][C:17]=1[C:29]1[CH:34]=[CH:33][C:32]([O:35][CH2:4][CH2:3][CH:2]([CH3:1])[CH2:6][CH2:7][CH2:8][CH:9]([CH3:11])[CH3:10])=[CH:31][CH:30]=1 |f:1.2|. Procedure: 80.5 g (0.3 mol) of (S)-3,7-dimethyl-1-iodoctane are added dropwise to a solution of 16.2 g (0.3 mol) of sodium methylate and 24.8 g (0.1 mol) of 1-fluoro-2,5-di(4-hydroxyphenyl)-benzene in 150 ml of methanol at the boiling point. After 5 hours, the mixture is worked up in the customary manner. Recrystallization gives pure 1-fluoro-2,5-di-[4-(3,7-dimethyloctyloxy)-phenyl]-benzene. The reactants are C(C1=CC=CC=C1)OC1=CC(=C(C(=O)OC)C=C1OC)N=CN(C)C (methyl 4-benzyloxy-2-(dimethylaminomethyleneamino)-5-methoxybenzoate), C(CCC)[Li] (n-butyllithium), C(C)#N (acetonitrile), C(C)(=O)O (acetic acid). Solvent: C1CCOC1 (THF), C1CCOC1 (THF), C1CCOC1 (THF). Reaction conditions: temperature -78 celsius, time 30 minute. Product: C(C1=CC=CC=C1)OC1=C(C=C2C(=C(C=NC2=C1)C#N)O)OC (7-benzyloxy-4-hydroxy-6-methoxy-quinoline-3-carbonitrile). Reaction SMILES: C([Li])CCC.[C:6](#[N:8])[CH3:7].[CH2:9]([O:16][C:17]1[C:26]([O:27][CH3:28])=[CH:25][C:20]([C:21]([O:23]C)=O)=[C:19]([N:29]=[CH:30]N(C)C)[CH:18]=1)[C:10]1[CH:15]=[CH:14][CH:13]=[CH:12][CH:11]=1.C(O)(=O)C>C1COCC1>[CH2:9]([O:16][C:17]1[CH:18]=[C:19]2[C:20]([C:21]([OH:23])=[C:7]([C:6]#[N:8])[CH:30]=[N:29]2)=[CH:25][C:26]=1[O:27][CH3:28])[C:10]1[CH:11]=[CH:12][CH:13]=[CH:14][CH:15]=1. Reported procedure: To a stirred solution of 26.9 ml of n-butyllithium (2.5 M in hexane) in 50 ml of THF at −78° C. was added a 3.51 ml of acetonitrile in 20 ml of THF during 10 min. After stirring at −78° C. for 30 min, the mixture was treated with 10 g of methyl 4-benzyloxy-2-(dimethylaminomethyleneamino)-5-methoxybenzoate in 20 ml of THF during 5 min. After 15 min at −78° C. the stirred mixture was warmed to 0° C. for a further 30 min. It was then treated with 5 ml of acetic acid, warmed to 25° C. and stirred fo... The reactants are C(C)(C)(C)OC(=O)NNC(CCCC(=O)OCC)C1=CC(=CC=C1)C(F)(F)F (Ethyl 5-(N′-tert-butoxycarbonylhydrazino)-5-(3-trifluoromethylphenyl)pentanoate), Cl (hydrochloric acid), C(C)(=O)OCC (ethyl acetate), [OH-].[Na+] (sodium hydroxide). Run in CO (methanol). Conditions: time 30 minute. The product is O=C1N(C(CCC1)C1=CC(=CC=C1)C(F)(F)F)NC(OC(C)(C)C)=O (tert-butyl [2-oxo-6-(3-trifluoromethylphenyl)piperidin-1-yl]carbamate). Isolated yield 74.8%. Reaction SMILES: [C:1]([O:5][C:6]([NH:8][NH:9][CH:10]([C:19]1[CH:24]=[CH:23][CH:22]=[C:21]([C:25]([F:28])([F:27])[F:26])[CH:20]=1)[CH2:11][CH2:12][CH2:13][C:14](OCC)=[O:15])=[O:7])([CH3:4])([CH3:3])[CH3:2].[OH-].[Na+].Cl.C(OCC)(=O)C>CO>[O:15]=[C:14]1[CH2:13][CH2:12][CH2:11][CH:10]([C:19]2[CH:24]=[CH:23][CH:22]=[C:21]([C:25]([F:28])([F:27])[F:26])[CH:20]=2)[N:9]1[NH:8][C:6](=[O:7])[O:5][C:1]([CH3:4])([CH3:3])[CH3:2] |f:1.2|. Reported procedure: Ethyl 5-(N′-tert-butoxycarbonylhydrazino)-5-(3-trifluoromethylphenyl)pentanoate (323 mg) was dissolved in methanol (7 mL). A 1 N sodium hydroxide solution (5 mL) was added and the mixture was stirred at room temperature for two hours and 30 minutes. 1 N hydrochloric acid (5 mL) and ethyl acetate were added to the reaction solution, and the organic layer was separated and dried over anhydrous sodium sulfate. The drying agent was separated by filtration and then the organic layer was concentrated ...